From a dataset of the Open Reaction Database (ORD), a public repository of structured organic reaction records. describe an organic reaction: reactants, conditions, products, and yield Procedure: 1.5 g of (R/S)-2-(3-hydroxy-2-oxo-1-pyrrolidinyl)acetamide are heated to reflux for 20 minutes with 13.5 ml of acetyl chloride and 25 ml of chloroform. The mixture is evaporated. The residue is treated four times with toluene and in each case again evaporated. There is obtained (R/S)-2-(3-acetoxy-2-oxo-1-pyrrolidinyl)acetamide which melts at 116°-117° after crystallization from diethyl ether. Reactants: OC1C(N(CC1)CC(=O)N)=O ((R/S)-2-(3-hydroxy-2-oxo-1-pyrrolidinyl)acetamide), C(C)(=O)Cl (acetyl chloride). As a reaction SMILES: [OH:1][CH:2]1[CH2:6][CH2:5][N:4]([CH2:7][C:8]([NH2:10])=[O:9])[C:3]1=[O:11].[C:12](Cl)(=[O:14])[CH3:13]>C(Cl)(Cl)Cl>[C:12]([O:1][CH:2]1[CH2:6][CH2:5][N:4]([CH2:7][C:8]([NH2:10])=[O:9])[C:3]1=[O:11])(=[O:14])[CH3:13]. Yields the product C(C)(=O)OC1C(N(CC1)CC(=O)N)=O ((R/S)-2-(3-acetoxy-2-oxo-1-pyrrolidinyl)acetamide). Solvent: C(Cl)(Cl)Cl (chloroform). Starting materials: C(C(O)C)(=O)OC (methyl lactate), C(CCCCCCCCC)O (decyl alcohol), [OH-].[Na+] (NaOH). Reagents/catalysts: OS(=O)(=O)O (H2SO4). Solvent: CO (methanol). Product: C(C(O)C)(=O)OCCCCCCCCCC (Decyl Lactate). Isolated yield 180.9%. As a reaction SMILES: [C:1]([O:6][CH3:7])(=[O:5])[CH:2]([CH3:4])[OH:3].[CH2:8](O)[CH2:9][CH2:10][CH2:11][CH2:12][CH2:13][CH2:14][CH2:15][CH2:16]C.[OH-].[Na+]>OS(O)(=O)=O.CO>[C:1]([O:6][CH2:7][CH2:8][CH2:9][CH2:10][CH2:11][CH2:12][CH2:13][CH2:14][CH2:15][CH3:16])(=[O:5])[CH:2]([CH3:4])[OH:3] |f:2.3|. Procedure details: A 250 mL round bottom flask equipped with a spin bar and a distillation column was charged with 100 g (0.96 moles) of methyl lactate, 304.1 g (1.92 moles) of decyl alcohol, and 500 mg of H2SO4. The reaction was heated until methanol formation ceased. The reaction was then neutralized with 0.1N NaOH (100 mL) and extracted with ether. The organic layer was dried over MgSO4, filtered and dried in vacuo to give 400 g of crude mixture. The fractional distillation was carried out three times to give 9... The reactants are BrC=1C=C2C=3N(C(C(NC3C1)=O)=O)C(CC2)CC(=O)O (9-bromo-5-carboxymethyl-6,7-dihydro-1H, 5H-pyrido[1,2,3-de]quinoxaline-2,3-dione), FC(C1=CC=C(N)C=C1)(F)F (p-trifluoromethylaniline). Yields the product BrC=1C=C2C=3N(C(C(NC3C1)=O)=O)C(CC2)CC(NC2=CC=C(C=C2)C(F)(F)F)=O (9-Bromo-5-(p-trifluoromethylphenylcarbamoylmethyl)-6,7-dihydro-1H, 5H-pyrido[1,2,3-de]quinoxaline-2,3-dione). Isolated yield 72.6%. Reaction SMILES: [Br:1][C:2]1[CH:3]=[C:4]2[CH2:16][CH2:15][CH:14]([CH2:17][C:18](O)=[O:19])[N:6]3[C:7](=[O:13])[C:8](=[O:12])[NH:9][C:10]([CH:11]=1)=[C:5]23.[F:21][C:22]([F:31])([F:30])[C:23]1[CH:29]=[CH:28][C:26]([NH2:27])=[CH:25][CH:24]=1>>[Br:1][C:2]1[CH:3]=[C:4]2[CH2:16][CH2:15][CH:14]([CH2:17][C:18](=[O:19])[NH:27][C:26]3[CH:28]=[CH:29][C:23]([C:22]([F:21])([F:30])[F:31])=[CH:24][CH:25]=3)[N:6]3[C:7](=[O:13])[C:8](=[O:12])[NH:9][C:10]([CH:11]=1)=[C:5]23. Procedure: A procedure similar to that described in Example 52 was carried out with 9-bromo-5-carboxymethyl-6,7-dihydro-1H, 5H-pyrido[1,2,3-de]quinoxaline-2,3-dione (170 mg, 0.5 mmol) and p-trifluoromethylaniline (83 mg, 0.51 mmol) to give 175 mg of the title compound (73%): mp>270° C.; 1H NMR (270 MHz, DMSO-d6) δ12.07 (s, 1H), 10.38 (s, 1H), 7.77 (d, 2H, J=8.6 Hz), 7.74 (d, 2H, J=8.6 Hz), 7.24 (bs, 1H), 7.17 (bs, 1H), 5.18~5.27 (m, 1H), 3.06 (ddd, 1H, J=17.1, 13.5, 4.5 Hz), 2.85 (dm, 1H, J=17.1 Hz), 2.65 ... Reactants: Cl.N[C@H](C(=O)N1CCC(CC1)O)CC1=CC=C(C=C1)O ((S)-2-Amino-3-(4-hydroxy-phenyl)-1-(4-hydroxy-piperidin-1-yl)-propan-1-one hydrochloride), ClC=1C=C2C=C(NC2=CC1)C(=O)O (5-chloro-1H-indole-2-carboxylic acid), ( 60/40 ). Solvent: C(C)(=O)OCC (ethyl acetate). The product is OC1=CC=C(C[C@@H](C(=O)N2CCC(CC2)O)NC(=O)C=2NC3=CC=C(C=C3C2)Cl)C=C1 (5-Chloro-1H-indole-2-carboxylic acid [(1S)-(4-hydroxy-benzyl)-2-(4-hydroxy-piperidin-1-yl)-2-oxo-ethyl]-amide). RXN SMILES: Cl.[NH2:2][C@@H:3]([CH2:13][C:14]1[CH:19]=[CH:18][C:17]([OH:20])=[CH:16][CH:15]=1)[C:4]([N:6]1[CH2:11][CH2:10][CH:9]([OH:12])[CH2:8][CH2:7]1)=[O:5].[Cl:21][C:22]1[CH:23]=[C:24]2[C:28](=[CH:29][CH:30]=1)[NH:27][C:26]([C:31](O)=[O:32])=[CH:25]2>C(OCC)(=O)C>[OH:20][C:17]1[CH:16]=[CH:15][C:14]([CH2:13][C@H:3]([NH:2][C:31]([C:26]2[NH:27][C:28]3[C:24]([CH:25]=2)=[CH:23][C:22]([Cl:21])=[CH:30][CH:29]=3)=[O:32])[C:4]([N:6]2[CH2:7][CH2:8][CH:9]([OH:12])[CH2:10][CH2:11]2)=[O:5])=[CH:19][CH:18]=1 |f:0.1|. Procedure details: (S)-2-Amino-3-(4-hydroxy-phenyl)-1-(4-hydroxy-piperidin-1-yl)-propan-1-one hydrochloride (0.68 mmol) and 5-chloro-1H-indole-2-carboxylic acid (0.65 mmol) were coupled according to Procedure A (0-25° C. reaction temperature) with the following workup: the reaction mixture was diluted with ethyl acetate, the resulting solution washed with 1N NaOH (2 ml), the aqueous layer extracted three times with ethyl acetate, the combined organic extracts washed with 1N HCl, dried and concentrated. The residue... Starting materials: CN(C=O)C (N,N-dimethylformamide), O=P(Cl)(Cl)Cl (POCl3), C(CCCCCCCCCCC)C=1SC=CC1 (2-dodecylthiophene). The solvent is O (water). Reaction conditions: temperature 5 celsius. Product: C(CCCCCCCCCCC)C1=CC=C(S1)C=O (5-dodecylthiophene-2-carbaldehyde). The yield is 75.8%. RXN SMILES: CN(C)[CH:3]=[O:4].O=P(Cl)(Cl)Cl.[CH2:11]([C:23]1[S:24][CH:25]=[CH:26][CH:27]=1)[CH2:12][CH2:13][CH2:14][CH2:15][CH2:16][CH2:17][CH2:18][CH2:19][CH2:20][CH2:21][CH3:22]>O>[CH2:11]([C:23]1[S:24][C:25]([CH:3]=[O:4])=[CH:26][CH:27]=1)[CH2:12][CH2:13][CH2:14][CH2:15][CH2:16][CH2:17][CH2:18][CH2:19][CH2:20][CH2:21][CH3:22]. Procedure details: In a 1 liter-four-necked flask, 93.7 g (1.28 mol) of N,N-dimethylformamide was placed and cooled to 5° C., followed by addition of 107.4 g (7.00×10-1 mol) of POCl3 in 15 min. below 10° C. under stirring. After stirring for 30 min. below 10° C., 160 g (6.35×10-1 mol) of 2-dodecylthiophene was added dropwise to the mixture in 10 min. at room temperature, followed by stirring for 1.5 hours and further stirring for 2.5 hours at 60° C. After the reaction, the reaction mixture was poured into 2 liter ... The reactants are [OH-].[NH4+] (Ammonium hydroxide), [BH4-].[Na+] (Sodium borohydride), C(C)(=O)C1=CC=C(C#N)C=C1 (4-acetylbenzonitrile), CN (methylamine). The reagents and catalysts are CC([O-])C.[Ti+4].CC([O-])C.CC([O-])C.CC([O-])C (titanium (IV) isopropoxide). The solvent is C1CCOC1 (THF). Conditions: time 8 hour. The product is CNC(C)C1=CC=C(C#N)C=C1 (4-[1-(methylamino)ethyl]benzonitrile). The yield is 99.1%. As a reaction SMILES: [C:1]([C:4]1[CH:11]=[CH:10][C:7]([C:8]#[N:9])=[CH:6][CH:5]=1)(=O)[CH3:2].[CH3:12][NH2:13].[BH4-].[Na+].[OH-].[NH4+]>C1COCC1.CC(C)[O-].[Ti+4].CC(C)[O-].CC(C)[O-].CC(C)[O-]>[CH3:12][NH:13][CH:1]([C:4]1[CH:11]=[CH:10][C:7]([C:8]#[N:9])=[CH:6][CH:5]=1)[CH3:2] |f:2.3,4.5,7.8.9.10.11|. Procedure details: In THF (50 mL), was added 4-acetylbenzonitrile (5.0 g; 34 mmol), methylamine (20.5 mL; 2 M; 41 mmol) and titanium (IV) isopropoxide (5.6 mL; 18.9 mmol). The mixture was stirred overnight at RT. Sodium borohydride (5.5 g; 145 mmol) was added and the reaction was stirred at RT for 2 h. Ammonium hydroxide solution 25% (100 mL) was added and the reaction was stirred at RT for 1 h30. It was then filtered through a pad of celite which was washed 3 times with EtOAc. The filtrate was poured in a separat... Starting materials: BrC=1C=C(C=CC1N1CCN(CC1)S(=O)(=O)C=1SC=CC1)C(C(F)(F)F)(C)O (2-(3-bromo-4-(4-(thiophen-2-ylsulfonyl)piperazin-1-yl)phenyl)-1,1,1-trifluoro-2-propanol), C(C)(C)NC(C)C (diisopropylamine), C[Si](C#CC1(COC1)C)(C)C (trimethyl((3-methyloxetan-3-yl)ethynyl)silane). The reagents and catalysts are C=1C=CC(=CC1)/C=C/C(=O)/C=C/C2=CC=CC=C2.C=1C=CC(=CC1)/C=C/C(=O)/C=C/C2=CC=CC=C2.C=1C=CC(=CC1)/C=C/C(=O)/C=C/C2=CC=CC=C2.[Pd].[Pd] (tris(dibenzylideneacetone)dipalladium), [Cu]I (copper (I) iodide), C=1C=CC(=CC1)/C=C/C(=O)/C=C/C2=CC=CC=C2.C=1C=CC(=CC1)/C=C/C(=O)/C=C/C2=CC=CC=C2.C=1C=CC(=CC1)/C=C/C(=O)/C=C/C2=CC=CC=C2.[Pd].[Pd] (tris(dibenzylideneacetone)dipalladium), [Cu]I (copper (I) iodide). Run in CN(C)C=O (DMF). Run at temperature 100 celsius, time 12 hour. Yields the product FC(C(C)(O)C1=CC(=C(C=C1)N1CCN(CC1)S(=O)(=O)C=1SC=CC1)C#CC1(COC1)C)(F)F (1,1,1-trifluoro-2-(3-((3-methyl-3-oxetanyl)ethynyl)-4-(4-(2-thiophenylsulfonyl)-1-piperazinyl)phenyl)-2-propanol). Reaction SMILES: Br[C:2]1[CH:3]=[C:4]([C:22]([OH:28])([CH3:27])[C:23]([F:26])([F:25])[F:24])[CH:5]=[CH:6][C:7]=1[N:8]1[CH2:13][CH2:12][N:11]([S:14]([C:17]2[S:18][CH:19]=[CH:20][CH:21]=2)(=[O:16])=[O:15])[CH2:10][CH2:9]1.C(NC(C)C)(C)C.C[Si](C)(C)[C:38]#[C:39][C:40]1([CH3:44])[CH2:43][O:42][CH2:41]1>C1C=CC(/C=C/C(/C=C/C2C=CC=CC=2)=O)=CC=1.C1C=CC(/C=C/C(/C=C/C2C=CC=CC=2)=O)=CC=1.C1C=CC(/C=C/C(/C=C/C2C=CC=CC=2)=O)=CC=1.[Pd].[Pd].[Cu]I.CN(C=O)C>[F:24][C:23]([F:26])([F:25])[C:22]([C:4]1[CH:5]=[CH:6][C:7]([N:8]2[CH2:13][CH2:12][N:11]([S:14]([C:17]3[S:18][CH:19]=[CH:20][CH:21]=3)(=[O:16])=[O:15])[CH2:10][CH2:9]2)=[C:2]([C:38]#[C:39][C:40]2([CH3:44])[CH2:43][O:42][CH2:41]2)[CH:3]=1)([OH:28])[CH3:27] |f:3.4.5.6.7|. Procedure: A 20 mL vial was charged with 2-(3-bromo-4-(4-(thiophen-2-ylsulfonyl)piperazin-1-yl)phenyl)-1,1,1-trifluoro-2-propanol (0.500 g, 1.00 mmol), diisopropylamine (2.14 mL, 15.0 mmol), 2 mL of DMF, tetrakis(triphenylphosphine)palladium (0) (0.116 g, 0.100 mmol, Strem Chemical Inc, Newburyport, Mass.), copper (I) iodide (0.019 g, 0.100 mmol, Strem Chemical Inc, Newburyport, Mass.), and trimethyl((3-methyloxetan-3-yl)ethynyl)silane (0.506 g, 3.00 mmol, published PCT patent application no. WO2010030954)... The reactants are FC1=C(C#N)C=CC=C1 (2-fluorobenzonitrile), OC1=C(C(=CC(=C1)C(C)(C)C)C(C)(C)C)O (1,2-dihydroxy-3,5-di-tert-butyl benzene). The product is C(#N)C1=C(OC2=C(C(=CC(=C2)C(C)(C)C)C(C)(C)C)OC2=C(C=CC=C2)C#N)C=CC=C1 (1,2-bis-(2-cyanophenoxy)-3,5-di-tert-butylbenzene). Yield: 90.1%. As a reaction SMILES: F[C:2]1[CH:9]=[CH:8][CH:7]=[CH:6][C:3]=1[C:4]#[N:5].[OH:10][C:11]1[CH:16]=[C:15]([C:17]([CH3:20])([CH3:19])[CH3:18])[CH:14]=[C:13]([C:21]([CH3:24])([CH3:23])[CH3:22])[C:12]=1[OH:25]>>[C:4]([C:3]1[CH:6]=[CH:7][CH:8]=[CH:9][C:2]=1[O:10][C:11]1[CH:16]=[C:15]([C:17]([CH3:18])([CH3:19])[CH3:20])[CH:14]=[C:13]([C:21]([CH3:24])([CH3:23])[CH3:22])[C:12]=1[O:25][C:2]1[CH:9]=[CH:8][CH:7]=[CH:6][C:3]=1[C:4]#[N:5])#[N:5]. Procedure: The compound 1,2-bis-(2-cyanophenoxy)-3,5-di-tert-butylbenzene was prepared, according to the procedure of Example 1, by reacting 2-fluorobenzonitrile with 1,2-dihydroxy-3,5-di-tert-butyl benzene. The product was recrystallized from ethanol to give a 90.1% yield of the title compound with the formula: ##STR11## Reactants: resultant mixture, CC1=NC2=CC3=C(C=C2C(N1)=O)[C@H](CC3)N(CC#C)C3=CC=C(C(=O)O)C=C3 (p-[N-((6S)-2-methyl-4-oxo-3,4,7,8-tetrahydro-6H-cyclopenta-[g]quinazolin-6-yl)-N-(prop-2-ynyl)amino]benzoic acid), FC1=C(C(=C(C(=C1O)F)F)F)F (pentafluorophenol), N,N-dicyclohexylcarbodiimide. Solvent: CC(=O)N(C)C (DMA), CC(=O)N(C)C (DMA). Product: CC1=NC2=CC3=C(C=C2C(N1)=O)[C@H](CC3)N(CC#C)C3=CC=C(C(=O)OC1=C(C(=C(C(=C1F)F)F)F)F)C=C3 (Pentafluorophenyl p-[N-((6S)-2-methyl-4-oxo-3,4,7,8-tetrahydro-6H-cyclopenta[g]quinazolin-6-yl)-N-(prop-2-ynyl)amino]benzoate). As a reaction SMILES: [CH3:1][C:2]1[NH:11][C:10](=[O:12])[C:9]2[C:4](=[CH:5][C:6]3[CH2:15][CH2:14][C@H:13]([N:16]([C:20]4[CH:28]=[CH:27][C:23]([C:24]([OH:26])=[O:25])=[CH:22][CH:21]=4)[CH2:17][C:18]#[CH:19])[C:7]=3[CH:8]=2)[N:3]=1.[F:29][C:30]1[C:35](O)=[C:34]([F:37])[C:33]([F:38])=[C:32]([F:39])[C:31]=1[F:40]>CC(N(C)C)=O>[CH3:1][C:2]1[NH:11][C:10](=[O:12])[C:9]2[C:4](=[CH:5][C:6]3[CH2:15][CH2:14][C@H:13]([N:16]([C:20]4[CH:21]=[CH:22][C:23]([C:24]([O:26][C:35]5[C:34]([F:37])=[C:33]([F:38])[C:32]([F:39])=[C:31]([F:40])[C:30]=5[F:29])=[O:25])=[CH:27][CH:28]=4)[CH2:17][C:18]#[CH:19])[C:7]=3[CH:8]=2)[N:3]=1. Procedure details: A solution of p-[N-((6S)-2-methyl-4-oxo-3,4,7,8-tetrahydro-6H-cyclopenta-[g]quinazolin-6-yl)-N-(prop-2-ynyl)amino]benzoic acid (0.7 g) in DMA (25 ml) was added to a stirred mixture of pentafluorophenol (1.2 g), N,N-dicyclohexylcarbodiimide (0.45 g) and DMA (50 ml). The resultant mixture was stirred at 50° C. for 18 hours. The mixture was evaporated and the residue was purified by column chromatography using initially a 40:1 and then a 20:1 mixture of methylene chloride and methanol as eluant. Th...